This data is from the Open Reaction Database (ORD), a public repository of structured organic reaction records. The task is: describe an organic reaction: reactants, conditions, products, and yield Product: C(#C)C1=CC2=CC=CC=C2C=C1 (2-ethynylnaphthalene). Reactants: BrBr (bromine), BrBr (bromine), C(=C)C1=CC2=CC=CC=C2C=C1 (2-vinylnaphthalene), N (ammonia), [NH2-].[Na+] (sodium amide). Reported procedure: To a mixture of 15.5 g. of 2-vinylnaphthalene and 300 ml. of chloroform, a 5 percent bromine in chloroform solution is added at -10° C until the bromine color persists. The mixture is then added to 200 ml. of ammonia containing 15 g. of sodium amide. The mixture is allowed to evaporate, acidified with dilute hydrochloric acid, and the residue is extracted with diethyl ether. The extracts are combined, washed to neutrality with water, dried, and evaporated to yield 2-ethynylnaphthalene. Reaction SMILES: [CH:1]([C:3]1[CH:12]=[CH:11][C:10]2[C:5](=[CH:6][CH:7]=[CH:8][CH:9]=2)[CH:4]=1)=[CH2:2].BrBr.N.[NH2-].[Na+]>C(Cl)(Cl)Cl>[C:1]([C:3]1[CH:12]=[CH:11][C:10]2[C:5](=[CH:6][CH:7]=[CH:8][CH:9]=2)[CH:4]=1)#[CH:2] |f:3.4|. Solvent: C(Cl)(Cl)Cl (chloroform), C(Cl)(Cl)Cl (chloroform). Reactants: O (water), C(C)(=O)O (acetic acid), [F-].C(CCC)[N+](CCCC)(CCCC)CCCC (tetrabutylammonium fluoride), COC=1C=C(C=C(C1OC)OC)\C=C/C1=CC=CC(=C1O[Si](C)(C)C(C)(C)C)O[Si](C)(C)C(C)(C)C (6-[(Z)-2-(3,4,5-Trimethoxyphenyl)vinyl]-1,2-di(tert-butyldimethylsilyloxy) benzene). The solvent is C1CCOC1 (THF). Run at time 1 hour. Product: COC=1C=C(C=C(C1OC)OC)\C=C/C1=CC=CC(=C1O)O (6-[(Z)-2-(3,4,5-Trimethoxyphenyl)vinyl]-1,2-dihydroxybenzene). The yield is 94.3%. RXN SMILES: [CH3:1][O:2][C:3]1[CH:4]=[C:5](/[CH:13]=[CH:14]\[C:15]2[C:20]([O:21][Si](C(C)(C)C)(C)C)=[C:19]([O:29][Si](C(C)(C)C)(C)C)[CH:18]=[CH:17][CH:16]=2)[CH:6]=[C:7]([O:11][CH3:12])[C:8]=1[O:9][CH3:10].C(O)(=O)C.[F-].C([N+](CCCC)(CCCC)CCCC)CCC.O>C1COCC1>[CH3:12][O:11][C:7]1[CH:6]=[C:5](/[CH:13]=[CH:14]\[C:15]2[C:20]([OH:21])=[C:19]([OH:29])[CH:18]=[CH:17][CH:16]=2)[CH:4]=[C:3]([O:2][CH3:1])[C:8]=1[O:9][CH3:10] |f:2.3|. Procedure details: A solution of 8 (0.106 g, 0.2 mmol) in 2 mL THF was stirred at 0° while adding acetic acid (0.024 g, 0.4 mmol) and tetrabutylammonium fluoride (1M in THF, 0.4 ml, 0.4 mmol). The solution was stirred at 20° for one hour then cooled to 0° and 0.5 mL water added. The mixture was extracted with TBME three times, dried, evaporated and the residue partitioned between 10 mL heptane/10 mL acetonitrile. Evaporation of the acetonitrile layer gave 0.057 g pale yellow gum which was purified by silica chroma... Starting materials: BrC=1C=C(C=NC1)CN (5-bromo-3-pyridinemethanamine), [H-].[Na+] (sodium hydride), C(C)(=O)O (acetic acid), C(C)(C)S(=O)(=O)Cl (isopropylsulfonyl chloride). Solvent: CN(C)C=O (DMF), [Cl-].[Na+].O (brine), ClCCl (dichloromethane). Run at time 30 minute. Product: BrC=1C=C(C=NC1)CNS(=O)(=O)C(C)C (propane-2-sulfonic acid (5-bromo-pyridin-3-ylmethyl)-amide). Reaction SMILES: [Br:1][C:2]1[CH:3]=[C:4]([CH2:8][NH2:9])[CH:5]=[N:6][CH:7]=1.[H-].[Na+].[CH:12]([S:15](Cl)(=[O:17])=[O:16])([CH3:14])[CH3:13].C(O)(=O)C>CN(C=O)C.[Cl-].[Na+].O.ClCCl>[Br:1][C:2]1[CH:3]=[C:4]([CH2:8][NH:9][S:15]([CH:12]([CH3:14])[CH3:13])(=[O:17])=[O:16])[CH:5]=[N:6][CH:7]=1 |f:1.2,6.7.8|. Reported procedure: To a solution of 5-bromo-3-pyridinemethanamine (CAS#135124-70-8, 200 mg, 0.77 mmol) in DMF (8 mL) at 0° C. was added sodium hydride (60% oil dispersion, 150 mg, 3.8 mmol) followed by isopropylsulfonyl chloride (0.13 mL, 1.16 mmol). The reaction was stirred for 30 minutes and then diluted with brine and dichloromethane. The pH of the aqueous layer was adjusted to ca. 7 by the addition of acetic acid and the layers were separated. The aqueous layer was extracted two additional times with dichlorom... Starting materials: ClC=1C=C(C=C(C1)Cl)C(=O)N=C=S (3,5-dichloro-1-benzenecarbonyl isothiocyanate), ClC=1C=C(C=C(C1)Cl)C(=O)Cl (3,5-dichloro-1-benzenecarbonyl chloride), ClC=1C=C(N)C=CC1OC1=CC=NC2=CC(=C(C=C12)OC)OC (3-Chloro-4-[(6,7-dimethoxy-4-quinolyl)oxy]aniline). The solvent is C(C)O (ethanol), C(C)O (ethanol), C1(=CC=CC=C1)C (toluene). Run at time 2 hour. Yields the product ClC=1C=C(C=C(C1)Cl)C(=O)N=C=S (3,5-Dichloro-1-benzenecarbonyl isothiocyanate), ClC=1C=C(C=CC1OC1=CC=NC2=CC(=C(C=C12)OC)OC)NC(=S)NC(C1=CC(=CC(=C1)Cl)Cl)=O (N-{3-Chloro-4-[(6,7-dimethoxy-4-quinolyl)oxy]phenyl}-N′-(3,5-dichlorobenzoyl)thiourea). The yield is 63.0%. RXN SMILES: ClC1C=C(C(Cl)=O)C=C(Cl)C=1.[Cl:12][C:13]1[CH:14]=[C:15]([CH:17]=[CH:18][C:19]=1[O:20][C:21]1[C:30]2[C:25](=[CH:26][C:27]([O:33][CH3:34])=[C:28]([O:31][CH3:32])[CH:29]=2)[N:24]=[CH:23][CH:22]=1)[NH2:16].[Cl:35][C:36]1[CH:37]=[C:38]([C:43]([N:45]=[C:46]=[S:47])=[O:44])[CH:39]=[C:40]([Cl:42])[CH:41]=1>C1(C)C=CC=CC=1.C(O)C>[Cl:35][C:36]1[CH:37]=[C:38]([C:43]([N:45]=[C:46]=[S:47])=[O:44])[CH:39]=[C:40]([Cl:42])[CH:41]=1.[Cl:12][C:13]1[CH:14]=[C:15]([NH:16][C:46]([NH:45][C:43](=[O:44])[C:38]2[CH:39]=[C:40]([Cl:42])[CH:41]=[C:36]([Cl:35])[CH:37]=2)=[S:47])[CH:17]=[CH:18][C:19]=1[O:20][C:21]1[C:30]2[C:25](=[CH:26][C:27]([O:33][CH3:34])=[C:28]([O:31][CH3:32])[CH:29]=2)[N:24]=[CH:23][CH:22]=1. Reported procedure: 3,5-Dichloro-1-benzenecarbonyl isothiocyanate was prepared using commercially available 3,5-dichloro-1-benzenecarbonyl chloride (80 mg) as a starting compound according to the description of the literature. 3-Chloro-4-[(6,7-dimethoxy-4-quinolyl)oxy]aniline (50 mg) was dissolved in toluene (5 ml) and ethanol (1 ml) to prepare a solution. A solution of 3,5-dichloro-1-benzenecarbonyl isothiocyanate in ethanol (1 ml) was then added to the solution, and the mixture was stirred at room temperature for...